Dataset: the Open Reaction Database (ORD), a public repository of structured organic reaction records. Task: describe an organic reaction: reactants, conditions, products, and yield Starting materials: O=C(O)c1cc(F)c(F)c(OC(F)F)c1F, O, O=[N+]([O-])O, O=S(=O)(O)O. The product is O=C(O)c1c(F)c(OC(F)F)c(F)c(F)c1[N+](=O)[O-]. As a reaction SMILES: [F:6][CH:7]([O:8][c:9]1[c:10]([F:20])[c:11]([C:12](=[O:13])[OH:14])[cH:15][c:16]([F:19])[c:17]1[F:18])[F:21].[OH2:5].[OH:1][N+:2]([O-:3])=[O:4].[S:22](=[O:23])(=[O:24])([OH:25])[OH:26]>>[O-:1][N+:2](=[O:4])[c:15]1[c:11]([C:12](=[O:13])[OH:14])[c:10]([F:20])[c:9]([O:8][CH:7]([F:6])[F:21])[c:17]([F:18])[c:16]1[F:19]. Reactants: O=C(O)COc1ccccc1, CSc1cccc(N)c1. Reagents/catalysts: C1CCN(C1)[P+](N2CCCC2)(N3CCCC3)ON4C5=CC=CC=C5N=N4.F[P-](F)(F)(F)(F)F (PyBOP), CCN(C(C)C)C(C)C (DIPEA), C1=CC=C2C(=C1)N=NN2O (HOBt). Run in CN(C)C=O (DMF), CN(C)C=O (DMF), CN(C)C=O (DMF), CN(C)C=O (DMF), CN(C)C=O (DMF), CN(C)C=O (DMF). Reaction conditions: temperature 25 celsius, time 2 hour. Product: CSc1cccc(NC(=O)COc2ccccc2)c1. The yield is 94.0%. RXN SMILES: CSc1cccc(N)c1.O=C(O)COc1ccccc1.C1CCN(C1)[P+](N2CCCC2)(N3CCCC3)ON4C5=CC=CC=C5N=N4.F[P-](F)(F)(F)(F)F.C1=CC=C2C(=C1)N=NN2O.CCN(C(C)C)C(C)C.CN(C)C=O>>CSc1cccc(NC(=O)COc2ccccc2)c1. Reported procedure: Refer to FIG. 190. A solution of 17-methylenandrost-4-en-3-one (9, 1.0001 g, 3.5160 mmol) and 2,3-dichloro-5,6-dicyano-1,4-benzoquinone (DDQ, 2.43 g, 10.7 mmol) in dioxane (60 ml, freshly distilled after overnight reflux over sodium) was refluxed 6 h and then cooled with swirling in tap water. Methyl t-butyl ether (MTBE, 50 ml) was added and the suspension was filtered through diatomaceous earth. The residue was washed with two 50 ml portions of MTBE and the combined filtrates were concentrated ... Product: C=C1[C@]2(C)[C@@H](CC1)[C@@H]1CCC3=CC(C=C[C@]3(C)[C@H]1CC2)=O (17-Methylenandrosta-1,4-dien-3-one). The reactants are [Na] (sodium), O (water), C=C[C@H]1CC[C@H]2[C@@H]3CC(C4=CC(CC[C@]4(C)[C@H]3CC[C@]12C)=O)=O (Pregna-4,20-dien-3,6-dione), ClC=1C(C(=C(C(C1Cl)=O)C#N)C#N)=O (2,3-dichloro-5,6-dicyano-1,4-benzoquinone). The solvent is O1CCOCC1 (dioxane), C(C)(C)(C)OC (Methyl t-butyl ether). Yield: 50.3%. As a reaction SMILES: C=[CH:2][C@@H:3]1[C@:20]2([CH3:21])[C@H:6]([C@H:7]3[C@H:17]([CH2:18][CH2:19]2)[C@:15]2([CH3:16])[C:10](=[CH:11][C:12](=[O:22])[CH2:13][CH2:14]2)[C:9](=O)[CH2:8]3)[CH2:5][CH2:4]1.ClC1C(=O)C(C#N)=C(C#N)C(=O)C=1Cl.[Na].O>O1CCOCC1.C(OC)(C)(C)C>[CH2:2]=[C:3]1[CH2:4][CH2:5][C@H:6]2[C@H:7]3[C@H:17]([CH2:18][CH2:19][C@:20]12[CH3:21])[C@:15]1([CH3:16])[C:10](=[CH:11][C:12](=[O:22])[CH:13]=[CH:14]1)[CH2:9][CH2:8]3 |^1:37|.